Dataset: the Open Reaction Database (ORD), a public repository of structured organic reaction records. Task: describe an organic reaction: reactants, conditions, products, and yield Reactants: N[C@H](C(C)C)C(=O)O (d-valine), C([O-])([O-])=O.[Na+].[Na+] (sodium carbonate), ClC(=O)OC (methyl chloroformate). The solvent is O (H2O), [OH-].[Na+] (sodium hydroxide). Reaction conditions: temperature 0 celsius, time 2 hour. Product: COC(=O)NC(C(=O)O)C(C)C (2-Methoxycarbonylamino-3-methyl-butyric acid). RXN SMILES: [NH2:1][C@@H:2]([C:6]([OH:8])=[O:7])[CH:3]([CH3:5])[CH3:4].C(=O)([O-])[O-].[Na+].[Na+].Cl[C:16]([O:18][CH3:19])=[O:17]>[OH-].[Na+].O>[CH3:19][O:18][C:16]([NH:1][CH:2]([CH:3]([CH3:5])[CH3:4])[C:6]([OH:8])=[O:7])=[O:17] |f:1.2.3,5.6|. Procedure: To a solution of d-valine, (5.0 g) in 1N sodium hydroxide (42.7 mL) was added sodium carbonate (4.53 g). The solution was cooled to 0° C. and methyl chloroformate (0.289 mL) was added dropwise over 2 h and reaction mixture was stirred for 2 h at 0° C. White reaction mixture was diluted with enough H2O to form a colorless solution and washed with ethyl ether (3×30 mL). Aqueous layer was acidified to pH=2 with concentrated HCl to give a white precipitate that collected by filtration, washed with H... The reactants are CC(=O)OC(C)=O, [K+], [K+], O=C([O-])[O-], CN(C)C=O, O, O=C1NCCc2c(O)cccc21. Yields the product CC(=O)Oc1cccc2c1CCNC2=O. Reaction SMILES: [CH3:19][C:20](=[O:21])[O:22][C:23](=[O:24])[CH3:25].[K+:13].[K+:14].[O-:15][C:16]([O-:17])=[O:18].[O:27]=[CH:28][N:29]([CH3:30])[CH3:31].[OH2:26].[OH:1][c:2]1[c:3]2[c:8]([cH:9][cH:10][cH:11]1)[C:7](=[O:12])[NH:6][CH2:5][CH2:4]2>>[O:1]([c:2]1[c:3]2[c:8]([cH:9][cH:10][cH:11]1)[C:7](=[O:12])[NH:6][CH2:5][CH2:4]2)[C:20]([CH3:19])=[O:21]. Starting materials: c1ccc(P(C2CCCCC2)C2CCCCC2)c(-c2ccccc2P(C2CCCCC2)C2CCCCC2)c1, CS(=O)(=O)c1ccc(-c2cccn3nc(Cl)nc23)cc1, CC(O)CN1CCN(c2cccc(N)c2)CC1. Product: CC(O)CN1CCN(c2cccc(Nc3nc4c(-c5ccc(S(C)(=O)=O)cc5)cccn4n3)c2)CC1. Reaction SMILES: [CH:38]1([P:39]([CH:40]2[CH2:41][CH2:42][CH2:43][CH2:44][CH2:45]2)[c:46]2[cH:47][cH:48][cH:49][cH:50][c:51]2-[c:52]2[cH:53][cH:54][cH:55][cH:56][c:57]2[P:58]([CH:59]2[CH2:60][CH2:61][CH2:62][CH2:63][CH2:64]2)[CH:65]2[CH2:66][CH2:67][CH2:68][CH2:69][CH2:70]2)[CH2:71][CH2:72][CH2:73][CH2:74][CH2:75]1.[Cl:1][c:2]1[n:3][n:4]2[c:5]([c:6](-[c:10]3[cH:11][cH:12][c:13]([S:16](=[O:17])(=[O:18])[CH3:19])[cH:14][cH:15]3)[cH:7][cH:8][cH:9]2)[n:20]1.[NH2:21][c:22]1[cH:23][c:24]([N:28]2[CH2:29][CH2:30][N:31]([CH2:34][CH:35]([CH3:36])[OH:37])[CH2:32][CH2:33]2)[cH:25][cH:26][cH:27]1>>[c:2]1([NH:21][c:22]2[cH:23][c:24]([N:28]3[CH2:29][CH2:30][N:31]([CH2:34][CH:35]([CH3:36])[OH:37])[CH2:32][CH2:33]3)[cH:25][cH:26][cH:27]2)[n:3][n:4]2[c:5]([c:6](-[c:10]3[cH:11][cH:12][c:13]([S:16](=[O:17])(=[O:18])[CH3:19])[cH:14][cH:15]3)[cH:7][cH:8][cH:9]2)[n:20]1. Yields the product C(C)(=O)OC(C(=O)O)C1=CC(=C(C=C1)OC(C)=O)OCC (acetoxy-(4-acetoxy-3-ethoxyphenyl)-acetic acid). RXN SMILES: [CH2:1]([O:3][C:4]1[CH:5]=[C:6]([CH:11]([OH:15])[C:12]([OH:14])=[O:13])[CH:7]=[CH:8][C:9]=1[OH:10])[CH3:2].N1C=CC=CC=1.[C:22](OC(=O)C)(=[O:24])[CH3:23].[CH2:29]([O:31]CC)[CH3:30]>C(Cl)Cl>[C:22]([O:15][CH:11]([C:6]1[CH:7]=[CH:8][C:9]([O:10][C:29](=[O:31])[CH3:30])=[C:4]([O:3][CH2:1][CH3:2])[CH:5]=1)[C:12]([OH:14])=[O:13])(=[O:24])[CH3:23]. Starting materials: C(C)OCC (diethyl ether), C(C)OC=1C=C(C=CC1O)C(C(=O)O)O ((3-ethoxy-4-hydroxyphenyl)hydroxy-acetic acid), C(C)(=O)OC(C)=O (Acetic anhydride), N1=CC=CC=C1 (pyridine). The solvent is C(Cl)Cl (DCM). Procedure details: Intermediate 2 (45.0 g, 0.212 mol, 1 eq.) was dissolved in DCM (225 mL), pyridine (80 mL, 0.989 mol, 6 eq.) was added and the mixture was cooled in an ice bath under nitrogen. Acetic anhydride (100 mL, 1.06 mol, 4 eq.) was added slowly via addition funnel. The mixture was stirred (−3 hr) until reaction was complete and then diluted with diethyl ether (500 mL) and washed with 1N HCl (4×250 mL). The mixture was extracted into 8% sodium bicarbonate solution (4×80 mL), acidified to ˜pH 4 with 6N HCl... Starting materials: COC1=CC=C2C(=N1)C=CN2 (5-methoxy-1H-pyrrolo[3,2-b]pyridine), C([O-])([O-])=O.[K+].[K+] (potassium carbonate), [Cl-].[NH4+] (ammonium chloride), IC1=CC=CC=C1 (iodobenzene). The reagents and catalysts are C/C(=C/C(=O)C)/O.C/C(=C/C(=O)C)/O.[Cu] (copper(II) acetylacetonate). The solvent is CS(=O)C (DMSO). Conditions: temperature 130 celsius, time 10 hour. Product: COC=1C=C2C(=CN1)N(C=C2)C2=CC=CC=C2 (5-Methoxy-1-phenyl-1H-pyrrolo[2,3-c]pyridine). Isolated yield 92.8%. Reaction SMILES: [CH3:1][O:2][C:3]1[N:8]=[C:7]2[CH:9]=[CH:10][NH:11][C:6]2=[CH:5][CH:4]=1.C(=O)([O-])[O-].[K+].[K+].I[C:19]1[CH:24]=[CH:23][CH:22]=[CH:21][CH:20]=1.[Cl-].[NH4+]>CS(C)=O.C/C(/O)=C/C(C)=O.C/C(/O)=C/C(C)=O.[Cu]>[CH3:1][O:2][C:3]1[CH:4]=[C:5]2[CH:9]=[CH:10][N:11]([C:19]3[CH:24]=[CH:23][CH:22]=[CH:21][CH:20]=3)[C:6]2=[CH:7][N:8]=1 |f:1.2.3,5.6,8.9.10|. Reported procedure: To a mixture of 5-methoxy-1H-pyrrolo[2,3-c]pyridine (6.00 g, 40.5 mmol; cf. D. Mazéas et al., Heterocycles 50 (1999), 1065), copper(II) acetylacetonate (1.06 g, 4.05 mmol) and potassium carbonate (11.2 g, 81.0 mmol) in DMSO (63 ml) was added iodobenzene (4.99 ml, 44.6 mmol). The reaction mixture was stirred at 130° C. for 10 h. The mixture was then cooled to room temperature, and a solution of ammonium chloride (20% in water) was added. The mixture was filtered through celite and the filtrate ex... Reactants: O=C([O-])O, CCOc1cc2[nH]cc(C#N)c(=O)c2cc1OC, ClCCl, ClC(Cl)Cl, O=C(Cl)C(=O)Cl, [Mg+2], [Na+], O=S(=O)([O-])[O-], CN(C)C=O. Product: CCOc1cc2ncc(C#N)c(Cl)c2cc1OC. RXN SMILES: [C:40](=[O:41])([OH:42])[O-:43].[CH2:1]([CH3:2])[O:3][c:4]1[c:5]([O:17][CH3:18])[cH:6][c:7]2[c:8](=[O:16])[c:9]([C:14]#[N:15])[cH:10][nH:11][c:12]2[cH:13]1.[CH2:45]([Cl:46])[Cl:47].[CH:36]([Cl:37])([Cl:38])[Cl:39].[Cl:19][C:20]([C:21]([Cl:22])=[O:23])=[O:24].[Mg+2:30].[Na+:44].[O-:31][S:32](=[O:33])(=[O:34])[O-:35].[O:25]=[CH:26][N:27]([CH3:28])[CH3:29]>>[CH2:1]([CH3:2])[O:3][c:4]1[c:5]([O:17][CH3:18])[cH:6][c:7]2[c:8]([Cl:19])[c:9]([C:14]#[N:15])[cH:10][n:11][c:12]2[cH:13]1. The reactants are CCOC(=O)c1cc(CC)sc1Nc1ccccc1[N+](=O)[O-], CCO. The product is CCOC(=O)c1cc(CC)sc1Nc1ccccc1N. As a reaction SMILES: [CH2:1]([CH3:2])[O:3][C:4](=[O:5])[c:6]1[c:7]([NH:13][c:14]2[c:15]([N+:20]([O-:21])=[O:22])[cH:16][cH:17][cH:18][cH:19]2)[s:8][c:9]([CH2:11][CH3:12])[cH:10]1.[CH3:23][CH2:24][OH:25]>>[CH2:1]([CH3:2])[O:3][C:4](=[O:5])[c:6]1[c:7]([NH:13][c:14]2[c:15]([NH2:20])[cH:16][cH:17][cH:18][cH:19]2)[s:8][c:9]([CH2:11][CH3:12])[cH:10]1.